This data is from the Open Reaction Database (ORD), a public repository of structured organic reaction records. The task is: describe an organic reaction: reactants, conditions, products, and yield The yield is 73.8%. Procedure details: A solution of N-benzylidene(2-butyl-1H-imidazo[4,5-c]quinolin-1-yl)amine (575 mg, 1.75 mmol) in 40 mL of MeOH was treated with NaBH4 (250 mg, 6.58 mmol). After stirring for 4 h, the reaction was quenched with saturated NaHCO3 solution and extracted into CHCl3. The organic portion was washed with H2O and brine and dried over Na2SO4. Chromatography (SiO2, 50–67% EtOAc/hexanes) gave N-benzyl(2-butyl-1H-imidazo[4,5-c]quinolin-1-yl)amine (427 mg) as a yellow solid. The product is EtOAc hexanes, C(C1=CC=CC=C1)NN1C(=NC=2C=NC=3C=CC=CC3C21)CCCC (N-benzyl(2-butyl-1H-imidazo[4,5-c]quinolin-1-yl)amine). Solvent: CO (MeOH). As a reaction SMILES: [CH:1](=[N:8][N:9]1[C:21]2[C:20]3[CH:19]=[CH:18][CH:17]=[CH:16][C:15]=3[N:14]=[CH:13][C:12]=2[N:11]=[C:10]1[CH2:22][CH2:23][CH2:24][CH3:25])[C:2]1[CH:7]=[CH:6][CH:5]=[CH:4][CH:3]=1.[BH4-].[Na+]>CO>[CH2:1]([NH:8][N:9]1[C:21]2[C:20]3[CH:19]=[CH:18][CH:17]=[CH:16][C:15]=3[N:14]=[CH:13][C:12]=2[N:11]=[C:10]1[CH2:22][CH2:23][CH2:24][CH3:25])[C:2]1[CH:7]=[CH:6][CH:5]=[CH:4][CH:3]=1 |f:1.2|. Conditions: time 4 hour. The reactants are C(C1=CC=CC=C1)=NN1C(=NC=2C=NC=3C=CC=CC3C21)CCCC (N-benzylidene(2-butyl-1H-imidazo[4,5-c]quinolin-1-yl)amine), [BH4-].[Na+] (NaBH4). The reactants are CCOC(=O)c1coc(N(C)S(C)(=O)=O)n1, Cl, [Li+], C1CCOC1, [OH-], O. Product: CN(c1nc(C(=O)O)co1)S(C)(=O)=O. As a reaction SMILES: [CH3:1][N:2]([c:3]1[o:4][cH:5][c:6]([C:8](=[O:9])[O:10][CH2:11][CH3:12])[n:7]1)[S:13](=[O:14])(=[O:15])[CH3:16].[ClH:24].[Li+:17].[O:19]1[CH2:20][CH2:21][CH2:22][CH2:23]1.[OH-:18].[OH2:25]>>[CH3:1][N:2]([c:3]1[o:4][cH:5][c:6]([C:8](=[O:9])[OH:10])[n:7]1)[S:13](=[O:14])(=[O:15])[CH3:16]. Reactants: C#CCBr, Cc1ccccc1, CCOC(C)=O, CCN(C(C)C)C(C)C, N#Cc1ccc(N)cc1. Product: C#CCNc1ccc(C#N)cc1. As a reaction SMILES: [CH2:10]([C:11]#[CH:12])[Br:13].[CH3:23][c:24]1[cH:25][cH:26][cH:27][cH:28][cH:29]1.[CH3:30][CH2:31][O:32][C:33](=[O:34])[CH3:35].[CH:14]([N:15]([CH:16]([CH3:17])[CH3:18])[CH2:19][CH3:20])([CH3:21])[CH3:22].[NH2:1][c:2]1[cH:3][cH:4][c:5]([C:6]#[N:7])[cH:8][cH:9]1>>[NH:1]([c:2]1[cH:3][cH:4][c:5]([C:6]#[N:7])[cH:8][cH:9]1)[CH2:12][C:11]#[CH:10]. Starting materials: COC=1C=C2CCC=3C(=NOC3C3=NOC(=C3C(F)(F)F)C3=CC=CC=C3)C2=CC1 (7-methoxy-3-(5-phenyl-4-(trifluoromethyl)isoxazol-3-yl)-4,5-dihydronaphtho[1,2-c]isoxazole), C(C)(C)(C)OO (t-butyl hydroperoxide), C(C)(C)(C)OO (t-butyl hydroperoxide), cuprous iodide, CN(C=O)C (dimethyl formamide), C(C)(C)(C)OO (t-butyl hydroperoxide). The solvent is C(C)#N (acetonitrile), C(C)#N (acetonitrile). Conditions: temperature 50 celsius. Yields the product COC=1C=C2C(CC=3C(=NOC3C3=NOC(=C3C(F)(F)F)C3=CC=CC=C3)C2=CC1)=O (7-Methoxy-3-(5-phenyl-4-(trifluoromethyl)isoxazol-3-yl)naphtho[1,2-c]isoxazol-5(4H)-one). The yield is 36.0%. As a reaction SMILES: [CH3:1][O:2][C:3]1[CH:4]=[C:5]2[C:28](=[CH:29][CH:30]=1)[C:9]1=[N:10][O:11][C:12]([C:13]3[C:17]([C:18]([F:21])([F:20])[F:19])=[C:16]([C:22]4[CH:27]=[CH:26][CH:25]=[CH:24][CH:23]=4)[O:15][N:14]=3)=[C:8]1[CH2:7][CH2:6]2.CN(C)C=[O:34].C(OO)(C)(C)C>C(#N)C>[CH3:1][O:2][C:3]1[CH:4]=[C:5]2[C:28](=[CH:29][CH:30]=1)[C:9]1=[N:10][O:11][C:12]([C:13]3[C:17]([C:18]([F:21])([F:19])[F:20])=[C:16]([C:22]4[CH:23]=[CH:24][CH:25]=[CH:26][CH:27]=4)[O:15][N:14]=3)=[C:8]1[CH2:7][C:6]2=[O:34]. Procedure: To a stirred solution of 7-methoxy-3-(5-phenyl-4-(trifluoromethyl)isoxazol-3-yl)-4,5-dihydronaphtho[1,2-c]isoxazole (Preparation 66A, 0.103 g, 0.250 mmol) and cuprous iodide (0.476 mg, 0.0025 mmol) in acetonitrile (2.0 mL) at room temperature [note: the reactant was sparingly soluble in acetonitrile, so dimethyl formamide (0.5 ml) was added to solubilize the reactant] was added t-butyl hydroperoxide (0.250 mL, 1.50 mmoL). The reaction mixture was heated at 50° C. overnight. An additional aliquot... Starting materials: C(C)C1(C(OCC=2C(N3CC=4C(=NC=5C=CC=CC5C4)C3=CC21)=O)=O)O (4-ethyl-4-hydroxy-1H-pyrano[3',4':6,7]-indolizino[1,2-b]quinolin-3,14(4H,12H)-dione), C(C)#N (acetonitrile), Cl(=O)(=O)(=O)[O-] (perchlorate). The solvent is CN(C=O)C (N,N-dimethylformamide), CN(C=O)C (N,N-dimethylformamide), O (water). Yields the product CC=1C(N2CC=3C(=NC4=CC=CC=C4C3)C2=CC1C(CC)=O)=O (8-methyl-7-(1-oxopropyl)indolizino[1,2-b]quinolin-9(11H)-one). Reaction SMILES: [CH2:1]([C:3]1([OH:26])[C:23]2[CH:22]=[C:21]3[N:9]([CH2:10][C:11]4[C:12]3=[N:13][C:14]3[CH:15]=[CH:16][CH:17]=[CH:18][C:19]=3[CH:20]=4)[C:8](=[O:24])[C:7]=2[CH2:6]OC1=O)[CH3:2].C(#N)C.Cl([O-])(=O)(=O)=O>CN(C)C=O.O>[CH3:6][C:7]1[C:8](=[O:24])[N:9]2[C:21](=[CH:22][C:23]=1[C:3](=[O:26])[CH2:1][CH3:2])[C:12]1=[N:13][C:14]3[C:19]([CH:20]=[C:11]1[CH2:10]2)=[CH:18][CH:17]=[CH:16][CH:15]=3. Reported procedure: A sample of 4.6 g of 4-ethyl-4-hydroxy-1H-pyrano[3',4':6,7]-indolizino[1,2-b]quinolin-3,14(4H,12H)-dione [(20 S) camptothecin] was stirred with 46 ml of N,N-dimethylformamide. The suspension was heated at reflux, and the disappearance of starting material was monitored by HPLC (C18 reverse phase column, 20-25% acetonitrile:water mobile phase, perchlorate buffer at pH approximately 3.0). The reaction was monitored by UV detection at a wavelength of 228 nm. The only responses detected under these ... The reactants are O=C(Cl)c1ccccc1, COc1cc2c(cc1OC)C1CN(C)CCC1N=C2c1ccc(N)cc1, [Na+], [OH-], O, c1ccncc1. Yields the product COc1cc2c(cc1OC)C1CN(C)CCC1N=C2c1ccc(NC(=O)c2ccccc2)cc1. RXN SMILES: [C:27]([c:28]1[cH:29][cH:30][cH:31][cH:32][cH:33]1)(=[O:34])[Cl:35].[NH2:1][c:2]1[cH:3][cH:4][c:5]([C:8]2=[N:9][CH:10]3[CH2:11][CH2:12][N:13]([CH3:26])[CH2:14][CH:15]3[c:16]3[c:17]2[cH:18][c:19]([O:24][CH3:25])[c:20]([O:22][CH3:23])[cH:21]3)[cH:6][cH:7]1.[Na+:38].[OH-:37].[OH2:36].[cH:39]1[cH:40][cH:41][n:42][cH:43][cH:44]1>>[NH:1]([c:2]1[cH:3][cH:4][c:5]([C:8]2=[N:9][CH:10]3[CH2:11][CH2:12][N:13]([CH3:26])[CH2:14][CH:15]3[c:16]3[c:17]2[cH:18][c:19]([O:24][CH3:25])[c:20]([O:22][CH3:23])[cH:21]3)[cH:6][cH:7]1)[C:27]([c:28]1[cH:29][cH:30][cH:31][cH:32][cH:33]1)=[O:34]. The reactants are C(C)(C)C=1C=C(C=C(C1OC)C(C)C)CC(=O)OC (methyl 3,5-diisopropyl-4-methoxyphenylacetate), B(Br)(Br)Br (boron tribromide). Solvent: ClCCl (dichloromethane), ClCCl (dichloromethane). Run at temperature 0 celsius, time 1 hour. Yields the product C(C)(C)C1=C(C(=CC(=C1)CC(=O)OC)C(C)C)O (2,6-Diisopropyl-4-methoxycarbonylmethylphenol). Yield: 25.3%. Reaction SMILES: [CH:1]([C:4]1[CH:5]=[C:6]([CH2:15][C:16]([O:18][CH3:19])=[O:17])[CH:7]=[C:8]([CH:12]([CH3:14])[CH3:13])[C:9]=1[O:10]C)([CH3:3])[CH3:2].B(Br)(Br)Br>ClCCl>[CH:1]([C:4]1[CH:5]=[C:6]([CH2:15][C:16]([O:18][CH3:19])=[O:17])[CH:7]=[C:8]([CH:12]([CH3:14])[CH3:13])[C:9]=1[OH:10])([CH3:3])[CH3:2]. Procedure: To a solution of methyl 3,5-diisopropyl-4-methoxyphenylacetate (100 mg) in dichloromethane (12 mL) at −78° C. was added a solution of boron tribromide (0.57 mL) in dichloromethane. The reaction mixture was stirred at −78° C. for 1 hour and at 0° C. for 1 hour, quenched by water, and extracted with dichloromethane. The combined organics were washed (brine), dried (MgSO4), filtered, and concentrated. Purification by preparative thin layer chromatography, with ethyl acetate:hexane:acetic acid (90:9... Starting materials: ClC1=NC=CC(=C1)I (2-Chloro-4-iodopyridine), C(#N)C1=CC=C(C=C1)B(O)O (4-cyanophenyl boronic acid), C([O-])([O-])=O.[K+].[K+] (potassium carbonate). Reagents/catalysts: C=1C=CC(=CC1)[P](C=2C=CC=CC2)(C=3C=CC=CC3)[Pd]([P](C=4C=CC=CC4)(C=5C=CC=CC5)C=6C=CC=CC6)([P](C=7C=CC=CC7)(C=8C=CC=CC8)C=9C=CC=CC9)[P](C=1C=CC=CC1)(C=1C=CC=CC1)C=1C=CC=CC1 (tetrakis(triphenylphosphine)palladium(0)). The solvent is O1CCOCC1 (dioxane). Conditions: temperature 150 celsius. Yields the product ClC1=NC=CC(=C1)C1=CC=C(C#N)C=C1 (4-(2-chloropyridin-4-yl)-benzonitrile). The yield is 72.8%. As a reaction SMILES: [Cl:1][C:2]1[CH:7]=[C:6](I)[CH:5]=[CH:4][N:3]=1.[C:9]([C:11]1[CH:16]=[CH:15][C:14](B(O)O)=[CH:13][CH:12]=1)#[N:10].C(=O)([O-])[O-].[K+].[K+]>C1C=CC([P]([Pd]([P](C2C=CC=CC=2)(C2C=CC=CC=2)C2C=CC=CC=2)([P](C2C=CC=CC=2)(C2C=CC=CC=2)C2C=CC=CC=2)[P](C2C=CC=CC=2)(C2C=CC=CC=2)C2C=CC=CC=2)(C2C=CC=CC=2)C2C=CC=CC=2)=CC=1.O1CCOCC1>[Cl:1][C:2]1[CH:7]=[C:6]([C:14]2[CH:15]=[CH:16][C:11]([C:9]#[N:10])=[CH:12][CH:13]=2)[CH:5]=[CH:4][N:3]=1 |f:2.3.4,^1:29,31,50,69|. Reported procedure: 2-Chloro-4-iodopyridine (1.6 mmol), 4-cyanophenyl boronic acid (2.5 mmol), 2 M potassium carbonate (3.3 mmol), tetrakis(triphenylphosphine)palladium(0) (0.01 mmol) and dioxane (8 mL) were combined in a vial and heated by microwave for 10 min at 150° C. The crystallized product was filtered and subsequently dried in vacuo to yield 250 mg of 4-(2-chloropyridin-4-yl)-benzonitrile as yellow needles. 1H NMR (400 MHz, CDCl3) δ 8.52 (d, J=5.1 Hz, 1H), 7.81 (d, J=8.4 Hz, 2H), 7.72 (d, J=8.2 Hz, 2H), 7.5...